This data is from the Open Reaction Database (ORD), a public repository of structured organic reaction records. The task is: describe an organic reaction: reactants, conditions, products, and yield Starting materials: C(C)(C)(C)OC(C(=O)OC)C=1C(=C2C(=NC1C)NC=C2)C2=CC=C(C=C2)C (methyl 2-(tert-butoxy)-2-(6-methyl-4-(p-tolyl)-1H-pyrrolo[2,3-b]pyridin-5-yl)acetate), BrCC1=C(C=C(C=C1)F)C (1-(bromomethyl)-4-fluoro-2-methylbenzene), Example 25. Yields the product C(C)(C)(C)OC(C(=O)O)C=1C(=C2C(=NC1C)N(C=C2)CC2=C(C=C(C=C2)F)C)C2=CC=C(C=C2)C (2-(tert-butoxy)-2-(1-(4-fluoro-2-methylbenzyl)-6-methyl-4-(p-tolyl)-1H-pyrrolo[2,3-b]pyridin-5-yl)acetic acid). As a reaction SMILES: [C:1]([O:5][CH:6]([C:11]1[C:12]([C:21]2[CH:26]=[CH:25][C:24]([CH3:27])=[CH:23][CH:22]=2)=[C:13]2[CH:20]=[CH:19][NH:18][C:14]2=[N:15][C:16]=1[CH3:17])[C:7]([O:9]C)=[O:8])([CH3:4])([CH3:3])[CH3:2].Br[CH2:29][C:30]1[CH:35]=[CH:34][C:33]([F:36])=[CH:32][C:31]=1[CH3:37]>>[C:1]([O:5][CH:6]([C:11]1[C:12]([C:21]2[CH:26]=[CH:25][C:24]([CH3:27])=[CH:23][CH:22]=2)=[C:13]2[CH:20]=[CH:19][N:18]([CH2:29][C:30]3[CH:35]=[CH:34][C:33]([F:36])=[CH:32][C:31]=3[CH3:37])[C:14]2=[N:15][C:16]=1[CH3:17])[C:7]([OH:9])=[O:8])([CH3:3])([CH3:4])[CH3:2]. Procedure details: The title compound was prepared from methyl 2-(tert-butoxy)-2-(6-methyl-4-(p-tolyl)-1H-pyrrolo[2,3-b]pyridin-5-yl)acetate and 1-(bromomethyl)-4-fluoro-2-methylbenzene in a manner similar to that described in Example 25 as a yellow solid. 1H NMR (400 MHz, CHLOROFORM-d) d=7.65 (d, J=7.0 Hz, 1 H), 7.41 (d, J=7.0 Hz, 1 H), 7.37-7.30 (m, 2 H), 7.03 (dd, J=6.0, 8.3 Hz, 1 H), 6.96-6.83 (m, 3 H), 6.22 (d, J=3.5 Hz, 1 H), 5.58-5.49 (m, 2 H), 5.44-5.37 (m, 1 H), 2.76 (s, 3 H), 2.47 (s, 3 H), 2.32 (s, 3 H)...